This data is from the Open Reaction Database (ORD), a public repository of structured organic reaction records. The task is: describe an organic reaction: reactants, conditions, products, and yield Reactants: CCOC(=O)C(C)=Cc1cc(F)c(F)c(F)c1, [K+], [K+], O=C([O-])[O-], CN(C)C=O, Oc1ccccc1. Product: CCOC(=O)C(C)=Cc1cc(F)c(Oc2ccccc2)c(F)c1. Reaction SMILES: [CH3:1][C:2]([C:3](=[O:4])[O:5][CH2:6][CH3:7])=[CH:8][c:9]1[cH:10][c:11]([F:17])[c:12]([F:16])[c:13]([F:15])[cH:14]1.[K+:25].[K+:26].[O-:27][C:28]([O-:29])=[O:30].[O:31]=[CH:32][N:33]([CH3:34])[CH3:35].[OH:18][c:19]1[cH:20][cH:21][cH:22][cH:23][cH:24]1>>[CH3:1][C:2]([C:3](=[O:4])[O:5][CH2:6][CH3:7])=[CH:8][c:9]1[cH:10][c:11]([F:17])[c:12]([O:18][c:19]2[cH:20][cH:21][cH:22][cH:23][cH:24]2)[c:13]([F:15])[cH:14]1. Starting materials: O=C([O-])O, CC#N, CCOC(C)=O, [Na+], [Na+], [Na+], O, O, O, O, O, CCCc1c(Cc2ccc(-c3ccccc3-c3noc(=O)[nH]3)cc2)c(=O)n(CC(C)O)c2nc(C)nn12, O=S([O-])([O-])=S. The product is CCCc1c(Cc2ccc(-c3ccccc3-c3noc(=O)[nH]3)cc2)c(=O)n(CC(C)=O)c2nc(C)nn12. As a reaction SMILES: [C:41](=[O:42])([O-:43])[OH:44].[CH3:38][C:39]#[N:40].[CH3:58][CH2:59][O:60][C:61](=[O:62])[CH3:63].[Na+:45].[Na+:56].[Na+:57].[OH2:46].[OH2:47].[OH2:48].[OH2:49].[OH2:50].[OH:1][CH:2]([CH2:3][n:4]1[c:5]2[n:6]([c:7]([CH2:30][CH2:31][CH3:32])[c:8]([CH2:11][c:12]3[cH:13][cH:14][c:15](-[c:18]4[c:19](-[c:24]5[n:25][o:26][c:27](=[O:29])[nH:28]5)[cH:20][cH:21][cH:22][cH:23]4)[cH:16][cH:17]3)[c:9]1=[O:10])[n:33][c:34]([CH3:36])[n:35]2)[CH3:37].[S:51]([O-:52])([O-:53])(=[O:54])=[S:55]>>[O:1]=[C:2]([CH2:3][n:4]1[c:5]2[n:6]([c:7]([CH2:30][CH2:31][CH3:32])[c:8]([CH2:11][c:12]3[cH:13][cH:14][c:15](-[c:18]4[c:19](-[c:24]5[n:25][o:26][c:27](=[O:29])[nH:28]5)[cH:20][cH:21][cH:22][cH:23]4)[cH:16][cH:17]3)[c:9]1=[O:10])[n:33][c:34]([CH3:36])[n:35]2)[CH3:37]. Reactants: NC=1SC=CC1C(=O)OC (methyl 2-aminothiophene-3-carboxylate), NC1=C(SC=C1)C(=O)OC (methyl 3-aminothiophene-2-carboxylate). Product: C(CCC)NC=1SC=CC1C(=O)OC (Methyl 2-mono-n-butylaminothiophene-3-carboxylate). Yield: 40.7%. RXN SMILES: [NH2:1][C:2]1[S:3][CH:4]=[CH:5][C:6]=1[C:7]([O:9][CH3:10])=[O:8].N[C:12]1[CH:16]=CS[C:13]=1[C:17](OC)=O>>[CH2:16]([NH:1][C:2]1[S:3][CH:4]=[CH:5][C:6]=1[C:7]([O:9][CH3:10])=[O:8])[CH2:12][CH2:13][CH3:17]. Procedure: In the same manner as in Reference Example 1-1), methyl 2-aminothiophene-3-carboxylate [Chem. Ber. 98, 3571 (1965)]was used in place of methyl 3-aminothiophene-2-carboxylate to obtain 8.69 g (40.7%) of Compound (g-1). Run at temperature -78 celsius, time 30 minute. Reaction SMILES: C(NC(C)C)(C)C.C([Li])CCC.[CH2:13]([O:27][C:28]([C:30]1[CH:34]=[CH:33][S:32][CH:31]=1)=[O:29])[CH2:14][CH2:15][CH2:16][CH2:17][CH2:18][CH2:19][CH2:20][CH2:21][CH2:22][CH2:23][CH2:24][CH2:25][CH3:26].CN([CH:38]=[O:39])C>CCCCCC.C1COCC1.C(OCC)C.C(O)(=O)C>[CH2:13]([O:27][C:28]([C:30]1[CH:34]=[CH:33][S:32][C:31]=1[CH:38]=[O:39])=[O:29])[CH2:14][CH2:15][CH2:16][CH2:17][CH2:18][CH2:19][CH2:20][CH2:21][CH2:22][CH2:23][CH2:24][CH2:25][CH3:26]. Yields the product C(CCCCCCCCCCCCC)OC(=O)C1=C(SC=C1)C=O (Tetradecyl-2-formylthiophene-3-carboxylate). Solvent: C(C)OCC (diethyl ether), CCCCCC (hexane), C1CCOC1 (THF), C1CCOC1 (THF), C(C)(=O)O (acetic acid). Starting materials: C(CCC)[Li] (n-butyl lithium), C(CCCCCCCCCCCCC)OC(=O)C1=CSC=C1 (tetradecylthiophene-3-carboxylate), C(C)(C)NC(C)C (diisopropyl amine), CN(C)C=O (DMF). Reported procedure: To a 100 mL Schlenk flask were added 0.5 mL of diisopropyl amine and 20 mL of dry THF. The flask was cooled to −78° C. 3.5 mmol of n-butyl lithium in hexane was then added to the above solution. The mixture was stirred at −78° C. for 30 minutes. After stirring, 1.0 g of tetradecylthiophene-3-carboxylate in 10 mL THF was added dropwise to the solution. After stirring at −78° C. for another 2 hours, 0.7 mL of DMF was syringed into the reaction mixture. The reaction mixture was stirred for 5 h at −... Reactants: [BH4-].[Na+] (NaBH4), C(C)N1CC2NC3=CC=CC=C3C2CC1 (2-ethyl-1,2,3,4,4a,9a-hexahydro-pyrido[3,4-b]indole), C(C)(=O)O (acetic acid), [BH4-].[Na+] (NaBH4). Reaction conditions: time 4 hour. Product: C(C)N1CC2N(C3=CC=CC=C3C2CC1)CC (2,9-Diethyl-1,2,3,4,4a,9a-hexahydro-pyrido[3,4-b]indole). Reaction SMILES: [BH4-].[Na+].[CH2:3]([N:5]1[CH2:17][CH2:16][CH:15]2[CH:7]([NH:8][C:9]3[C:14]2=[CH:13][CH:12]=[CH:11][CH:10]=3)[CH2:6]1)[CH3:4].[C:18](O)(=O)[CH3:19]>>[CH2:3]([N:5]1[CH2:17][CH2:16][CH:15]2[CH:7]([N:8]([CH2:18][CH3:19])[C:9]3[C:14]2=[CH:13][CH:12]=[CH:11][CH:10]=3)[CH2:6]1)[CH3:4] |f:0.1|. Reported procedure: NaBH4 (1.08 g) was added under ice-cooling to a solution of 2-ethyl-1,2,3,4,4a,9a-hexahydro-pyrido[3,4-b]indole (1.16 g) in 40 ml of acetic acid. After stirring the solution at room temperature for 4 hrs, additional NaBH4 (0.54 g) was added and the mixture was stirred for 3 hrs. After removal of acetic acid by evaporation, the residue was neutralized with ammonia, extracted with ethyl acetate, washed with brine and dried over magnesium sulfate. The solvent was evaporated off, thereby affording 1... The reactants are C1(=CC=CC=C1)N=C=S (phenyl isothiocyanate), NC=1SC=C(N1)C(C(=O)OCC)=O (ethyl 2-aminothiazol-4-ylglyoxylate), Cl (hydrochloric acid). Solvent: CN(P(N(C)C)(N(C)C)=O)C (hexamethylphosphoric triamide). Run at temperature 60 celsius, time 8 hour. Yields the product C1(=CC=CC=C1)NC(NC=1SC=C(N1)C(C(=O)OCC)=O)=S (Ethyl 2-(3-phenylthioureido)thiazol-4-ylglyoxylate). Reaction SMILES: [NH2:1][C:2]1[S:3][CH:4]=[C:5]([C:7](=[O:13])[C:8]([O:10][CH2:11][CH3:12])=[O:9])[N:6]=1.[C:14]1([N:20]=[C:21]=[S:22])[CH:19]=[CH:18][CH:17]=[CH:16][CH:15]=1.Cl>CN(C)P(=O)(N(C)C)N(C)C>[C:14]1([NH:20][C:21](=[S:22])[NH:1][C:2]2[S:3][CH:4]=[C:5]([C:7](=[O:13])[C:8]([O:10][CH2:11][CH3:12])=[O:9])[N:6]=2)[CH:19]=[CH:18][CH:17]=[CH:16][CH:15]=1. Reported procedure: 5 g of ethyl 2-aminothiazol-4-ylglyoxylate were dissolved in 30 ml of hexamethylphosphoric triamide, and 5.2 g of phenyl isothiocyanate were added to the resulting solution under ice-cooling. The reaction mixture was kept stirred at an external temperature of 60° C. for 8 hours, then acidified with dilute hydrochloric acid and extracted with ethyl acetate. The extract was dried over anhydrous magnesium sulfate and then concentrated under reduced pressure. The crystals which precipitated out were... The reactants are ClC=1N=CC=2N(C(C(CN(C2N1)C1CCCC1)(F)F)=O)C (2-Chloro-9-cyclopentyl-7,7-difluoro-5-methyl-8,9-dihydro-5H-pyrimido[5,4-b][1,4]diazepin-6(7H)-one), NC=1C=C2C=CNC2=CC1 (5-aminoindole). The product is N1C=CC2=CC(=CC=C12)NC=1N=CC2=C(N(CC(C(N2C)=O)(F)F)C2CCCC2)N1 (2-(1H-Indol-5-ylamino)-9-cyclopentyl-7,7-difluoro-5-methyl-8,9-dihydro-5H-pyrimido[4,5-b][1,4]diazepin-6(7H)-one). Reaction SMILES: Cl[C:2]1[N:3]=[CH:4][C:5]2[N:6]([CH3:21])[C:7](=[O:20])[C:8]([F:19])([F:18])[CH2:9][N:10]([CH:13]3[CH2:17][CH2:16][CH2:15][CH2:14]3)[C:11]=2[N:12]=1.[NH2:22][C:23]1[CH:24]=[C:25]2[C:29](=[CH:30][CH:31]=1)[NH:28][CH:27]=[CH:26]2>>[NH:28]1[C:29]2[C:25](=[CH:24][C:23]([NH:22][C:2]3[N:3]=[CH:4][C:5]4[N:6]([CH3:21])[C:7](=[O:20])[C:8]([F:19])([F:18])[CH2:9][N:10]([CH:13]5[CH2:17][CH2:16][CH2:15][CH2:14]5)[C:11]=4[N:12]=3)=[CH:31][CH:30]=2)[CH:26]=[CH:27]1. Reported procedure: The title compound was prepared using Buchwald reaction from 2-Chloro-9-cyclopentyl-7,7-difluoro-5-methyl-8,9-dihydro-5H-pyrimido[5,4-b][1,4]diazepin-6(7H)-one and 5-aminoindole. 1H NMR (400 MHz, DMSO-d6) δ ppm 1.55 (m, 4H) 1.69 (m, 2H) 1.97 (m, 2H) 3.3 (s, 3H) 3.99 (t, J=14.3 Hz, 2H) 4.75 (t, J=8.0 Hz, 1H) 6.29 (br. s., 1H) 7.18-7.41 (m, 3H) 7.96 (s, 1H) 8.18 (s, 1H) 9.16 (s, 1H) 10.91 (br. s., 1H). [M+H] calc'd for C21H22F2N6O, 413. found 413. Starting materials: F (hydrogen fluoride), C(C)O[SiH](OCC)OCC (triethoxysilane). Product: F[Si](OCC)(OCC)OCC (fluorotriethoxysilane). Reaction SMILES: [FH:1].[CH2:2]([O:4][SiH:5]([O:9][CH2:10][CH3:11])[O:6][CH2:7][CH3:8])[CH3:3]>>[F:1][Si:5]([O:9][CH2:10][CH3:11])([O:6][CH2:7][CH3:8])[O:4][CH2:2][CH3:3]. Procedure details: According to the present invention, silicon hydride substrates, such as, for example, alkyl, cycloalkyl, alkoxy, aryl, aryloxy or siloxy silanes containing at least one silicon hydride bond, are treated with hydrogen fluoride to give high yields of the corresponding silicon fluorides with the concomitant generation of hydrogen. In one embodiment of the invention hydrogen fluoride is contacted with triethoxysilane to give a near quantitative yield of fluorotriethoxysilane, with surprisingly littl...